Dataset: the Open Reaction Database (ORD), a public repository of structured organic reaction records. Task: describe an organic reaction: reactants, conditions, products, and yield Reactants: [Cl-].[Na+] (sodium chloride), Cl (hydrochloric acid), 1,1-carbonyldiimidazole, O1C(CCC2=C1C=CC=C2)C(=O)O (3,4-dihydro-2H-1-benzopyran-2-carboxylic acid), C1(=CC=CC=C1)C1(CCNCC1)OC1=CC=C(C=C1)C(F)(F)F (4-phenyl-4-(4-trifluoromethyl-phenoxy)-piperidine). Solvent: C1(=CC=CC=C1)C (toluene), O1CCCC1 (tetrahydrofuran), O1CCCC1 (tetrahydrofuran). Reaction conditions: time 2 hour. The product is O1C(CCC2=C1C=CC=C2)C(=O)N2CCC(CC2)(OC2=CC=C(C=C2)C(F)(F)F)C2=CC=CC=C2 (3,4-Dihydro-2H-l-benzopyran-2-carbonyl-4-phenyl-4-(4-trifluoromethyl phenoxy)piperidine). As a reaction SMILES: [O:1]1[C:6]2[CH:7]=[CH:8][CH:9]=[CH:10][C:5]=2[CH2:4][CH2:3][CH:2]1[C:11]([OH:13])=O.[C:14]1([C:20]2([O:26][C:27]3[CH:32]=[CH:31][C:30]([C:33]([F:36])([F:35])[F:34])=[CH:29][CH:28]=3)[CH2:25][CH2:24][NH:23][CH2:22][CH2:21]2)[CH:19]=[CH:18][CH:17]=[CH:16][CH:15]=1.[Cl-].[Na+].Cl>C1(C)C=CC=CC=1.O1CCCC1>[O:1]1[C:6]2[CH:7]=[CH:8][CH:9]=[CH:10][C:5]=2[CH2:4][CH2:3][CH:2]1[C:11]([N:23]1[CH2:22][CH2:21][C:20]([C:14]2[CH:15]=[CH:16][CH:17]=[CH:18][CH:19]=2)([O:26][C:27]2[CH:28]=[CH:29][C:30]([C:33]([F:34])([F:35])[F:36])=[CH:31][CH:32]=2)[CH2:25][CH2:24]1)=[O:13] |f:2.3|. Procedure details: A solution of 0.89 g (5.5 mmol) of 1,1-carbonyldiimidazole and 11 ml of dry tetrahydrofuran is added dropwise to a solution of 0.89 g (5.0 mmol) of 3,4-dihydro-2H-1-benzopyran-2-carboxylic acid and 5.5 ml of dry tetrahydrofuran at 20°-25° C. in the course of 1 hour. The reaction solution is then stirred at room temperature for a further 2 hours. A solution of 1.93 g (6.0 mmol) of 4-phenyl-4-(4-trifluoromethyl-phenoxy)-piperidine is then added dropwise at 25° C. in the course of 1 hour. After 18 ...